This data is from the Open Reaction Database (ORD), a public repository of structured organic reaction records. The task is: describe an organic reaction: reactants, conditions, products, and yield Starting materials: white solid, CON(C(=O)C1=NC=CC=C1NS(=O)(=O)C1=CC(=C(C=C1)Cl)C(F)(F)F)C (3-(4-chloro-3-trifluoromethyl-benzenesulfonylamino)-pyridine-2-carboxylic acid methoxy-methyl-amide), C([O-])([O-])=O.[K+].[K+] (potassium carbonate), COCCl (methoxymethyl chloride). The solvent is C1CCOC1 (THF). Product: CON(C(=O)C1=NC=CC=C1N(COC)S(=O)(=O)C1=CC(=C(C=C1)Cl)C(F)(F)F)C (3-[(4-Chloro-3-trifluoromethyl-benzenesulfonyl)-methoxymethyl-amino]-pyridine-2-carboxylic acid methoxy-methyl-amide). Reaction SMILES: [CH3:1][O:2][N:3]([CH3:27])[C:4]([C:6]1[C:11]([NH:12][S:13]([C:16]2[CH:21]=[CH:20][C:19]([Cl:22])=[C:18]([C:23]([F:26])([F:25])[F:24])[CH:17]=2)(=[O:15])=[O:14])=[CH:10][CH:9]=[CH:8][N:7]=1)=[O:5].C(=O)([O-])[O-].[K+].[K+].[CH3:34][O:35][CH2:36]Cl>C1COCC1>[CH3:1][O:2][N:3]([CH3:27])[C:4]([C:6]1[C:11]([N:12]([S:13]([C:16]2[CH:21]=[CH:20][C:19]([Cl:22])=[C:18]([C:23]([F:26])([F:24])[F:25])[CH:17]=2)(=[O:15])=[O:14])[CH2:34][O:35][CH3:36])=[CH:10][CH:9]=[CH:8][N:7]=1)=[O:5] |f:1.2.3|. Procedure details: Prepared from 1.05 g (2.48 mmol) of 3-(4-chloro-3-trifluoromethyl-benzenesulfonylamino)-pyridine-2-carboxylic acid methoxy-methyl-amide, 1.71 g of potassium carbonate and 566 μL of methoxymethyl chloride in 7 mL THF using procedure x. Yield: 420 mg of a white solid. LC-MSD, m/z for C17H17ClF3N3O5S [M+Na]+=490.0, 491.9; HPLC retention time: 2.5 min. Starting materials: [Cl-], N#CCCCOc1ccc(CSc2[nH]nc(NS(=O)(=O)c3c(Cl)cccc3Cl)c2-c2ccccn2)cc1, [K+], [NH4+], [OH-], O, OCCOCCO. Yields the product O=C(O)CCCOc1ccc(CSc2[nH]nc(NS(=O)(=O)c3c(Cl)cccc3Cl)c2-c2ccccn2)cc1. Reaction SMILES: [Cl-:41].[Cl:1][c:2]1[c:3]([S:9](=[O:10])(=[O:11])[NH:12][c:13]2[n:14][nH:15][c:16]([S:24][CH2:25][c:26]3[cH:27][cH:28][c:29]([O:32][CH2:33][CH2:34][CH2:35][C:36]#[N:37])[cH:30][cH:31]3)[c:17]2-[c:18]2[n:19][cH:20][cH:21][cH:22][cH:23]2)[c:4]([Cl:8])[cH:5][cH:6][cH:7]1.[K+:40].[NH4+:42].[OH-:39].[OH2:38].[OH:43][CH2:44][CH2:45][O:46][CH2:47][CH2:48][OH:49]>>[Cl:1][c:2]1[c:3]([S:9](=[O:10])(=[O:11])[NH:12][c:13]2[n:14][nH:15][c:16]([S:24][CH2:25][c:26]3[cH:27][cH:28][c:29]([O:32][CH2:33][CH2:34][CH2:35][C:36](=[O:38])[OH:39])[cH:30][cH:31]3)[c:17]2-[c:18]2[n:19][cH:20][cH:21][cH:22][cH:23]2)[c:4]([Cl:8])[cH:5][cH:6][cH:7]1. The reactants are [Mg] (magnesium), FC1=C(CCl)C=CC=C1 (2-fluorobenzyl chloride), CN(C(=O)C1CC1)C (cyclopropanecarboxylic acid dimethylamide), II (Iodine), [Mg] (magnesium). Run in C(C)OCC (diethyl ether), C(C)OCC (diethyl ether), O1CCCC1 (tetrahydrofuran). The product is FC1=C(CC(=O)C2CC2)C=CC=C1 (Cyclopropyl 2-Fluorobenzyl Ketone). As a reaction SMILES: [Mg].II.[F:4][C:5]1[CH:12]=[CH:11][CH:10]=[CH:9][C:6]=1[CH2:7]Cl.CN(C)[C:15]([CH:17]1[CH2:19][CH2:18]1)=[O:16]>O1CCCC1.C(OCC)C>[F:4][C:5]1[CH:12]=[CH:11][CH:10]=[CH:9][C:6]=1[CH2:7][C:15]([CH:17]1[CH2:19][CH2:18]1)=[O:16]. Procedure: A 1000 ml round-bottomed flask is filled with magnesium (10.7 g, 0.44 mol). Iodine (0.2 g) is sublimated to the magnesium, then diethyl ether (240 ml) is added and under reflux, a solution of 2-fluorobenzyl chloride (47.8 ml, 0.4 mol) and diethyl ether (80 ml) is added to the reaction mixture. The mixture is refluxed for 2 hours and at this temperature a solution of cyclopropanecarboxylic acid dimethylamide (36.2 g, 0.32 mol), prepared according to example 1, and tetrahydrofuran (200 ml) are add... The reactants are COC1=CC=2C(=NC(=C(N2)C2=CC=C(C=C2)C)C2=CC=C(C=C2)C)N=C1 (7-Methoxy-2,3-dip-tolylpyrido[2,3-b]pyrazine). Reagents/catalysts: [Pd] (Pd on Carbon). The solvent is CO (MeOH), CO (MeOH). Conditions: time 32 hour. The product is COC1CC=2C(=NC(=C(N2)C2=CC=C(C=C2)C)C2=CC=C(C=C2)C)NC1 (rac-7-Methoxy-2,3-dip-tolyl-5,6,7,8-tetrahydropyrido[2,3-b]pyrazine). RXN SMILES: [CH3:1][O:2][C:3]1[CH:26]=[N:25][C:6]2=[N:7][C:8]([C:18]3[CH:23]=[CH:22][C:21]([CH3:24])=[CH:20][CH:19]=3)=[C:9]([C:11]3[CH:16]=[CH:15][C:14]([CH3:17])=[CH:13][CH:12]=3)[N:10]=[C:5]2[CH:4]=1>CO.[Pd]>[CH3:1][O:2][CH:3]1[CH2:26][NH:25][C:6]2=[N:7][C:8]([C:18]3[CH:23]=[CH:22][C:21]([CH3:24])=[CH:20][CH:19]=3)=[C:9]([C:11]3[CH:12]=[CH:13][C:14]([CH3:17])=[CH:15][CH:16]=3)[N:10]=[C:5]2[CH2:4]1. Procedure details: 7-Methoxy-2,3-dip-tolylpyrido[2,3-b]pyrazine (94 mg, 0.275 mmol) in dry MeOH (4 ml), under nitrogen was treated with 10% Pd on Carbon (58.6 mg, 0.056 mmol). The suspension was stirred at RT under an atmosphere of hydrogen for 32 hours. The resulting mixture was loaded onto a 2.5 g Celite® column using MeOH and was flushed with 1:1 MeOH:DCM. The filtrate was concentrated in vacuo and the residue was dissolved in DCM (30 ml) and washed with water (×2). The organic portion was isolated and the solv... The reactants are O (water), CN1C(NC(C=2N(C(=NC12)Br)CC#CC)=O)=O (3-methyl-7-(2-butyn-1-yl)-8-bromoxanthine), ClCC1=NC2=CC=CC=C2C(=N1)C (2-chloromethyl-4-methylquinazoline), C([O-])([O-])=O.[K+].[K+] (potassium carbonate). Run in CN1C(CCC1)=O (N-methylpyrrolidone). Conditions: temperature 75 celsius, time 6 hour. Yields the product CC1=NC(=NC2=CC=CC=C12)CN1C(=O)N(C=2N=C(N(C2C1=O)CC#CC)Br)C (1-[(4-Methylquinazolin-2-yl)methyl]-3-methyl-7-(2-butyn-1-yl)-8-bromoxanthine). As a reaction SMILES: [CH3:1][N:2]1[C:10]2[N:9]=[C:8]([Br:11])[N:7]([CH2:12][C:13]#[C:14][CH3:15])[C:6]=2[C:5](=[O:16])[NH:4][C:3]1=[O:17].Cl[CH2:19][C:20]1[N:29]=[C:28]([CH3:30])[C:27]2[C:22](=[CH:23][CH:24]=[CH:25][CH:26]=2)[N:21]=1.C(=O)([O-])[O-].[K+].[K+].O>CN1CCCC1=O>[CH3:30][C:28]1[C:27]2[C:22](=[CH:23][CH:24]=[CH:25][CH:26]=2)[N:21]=[C:20]([CH2:19][N:4]2[C:5](=[O:16])[C:6]3[N:7]([CH2:12][C:13]#[C:14][CH3:15])[C:8]([Br:11])=[N:9][C:10]=3[N:2]([CH3:1])[C:3]2=[O:17])[N:29]=1 |f:2.3.4|. Reported procedure: A mixture of 28.91 g of 3-methyl-7-(2-butyn-1-yl)-8-bromoxanthine, 20.00 g of 2-chloromethyl-4-methylquinazoline and 27.74 g of potassium carbonate in 235 ml of N-methylpyrrolidone is warmed to 75° C. and stirred at this temperature for six hours. Subsequently, the reaction mixture is slowly treated with 235 ml of water, a pale precipitate depositing. The suspension is cooled in an ice bath. The precipitate is filtered off with suction, washed with water and a little petroleum ether and dried at... Reactants: Cl, O=C(Cl)CI, NC(=O)c1cc(N)ccc1O, [Na+], O=C([O-])O, O. Product: NC(=O)c1cc(NC(=O)CI)ccc1O. As a reaction SMILES: [ClH:22].[I:17][CH2:18][C:19](=[O:20])[Cl:21].[NH2:1][c:2]1[cH:3][cH:4][c:5]([OH:11])[c:6]([C:7](=[O:8])[NH2:9])[cH:10]1.[Na+:16].[O-:12][C:13]([OH:14])=[O:15].[OH2:23]>>[NH:1]([c:2]1[cH:3][cH:4][c:5]([OH:11])[c:6]([C:7](=[O:8])[NH2:9])[cH:10]1)[C:19]([CH2:18][I:17])=[O:20]. Reactants: C([O-])([O-])=O.[K+].[K+] (potassium carbonate), BrCCC(C)(O[Si](CC)(CC)CC)C ((4-bromo-2-methyl-2-butoxy)triethylsilane), ClC1=C2CNC(C2=C(C=C1O)I)=O (4-chloro-5-hydroxy-7-iodoisoindolinone). The reagents and catalysts are [I-].C(CCC)[N+](CCCC)(CCCC)CCCC (tetrabutylammonium iodide). Solvent: CN(C)C=O (DMF). Yields the product ClC1=C2CNC(C2=C(C=C1OCCC(C)(O[Si](CC)(CC)CC)C)I)=O (4-chloro-5-[3-methyl-3-(triethylsiloxy)butoxy]-7-iodoisoindolinone). The yield is 34.9%. Reaction SMILES: [Cl:1][C:2]1[C:10]([OH:11])=[CH:9][C:8]([I:12])=[C:7]2[C:3]=1[CH2:4][NH:5][C:6]2=[O:13].C(=O)([O-])[O-].[K+].[K+].Br[CH2:21][CH2:22][C:23]([CH3:33])([O:25][Si:26]([CH2:31][CH3:32])([CH2:29][CH3:30])[CH2:27][CH3:28])[CH3:24]>CN(C=O)C.[I-].C([N+](CCCC)(CCCC)CCCC)CCC>[Cl:1][C:2]1[C:10]([O:11][CH2:21][CH2:22][C:23]([CH3:33])([O:25][Si:26]([CH2:27][CH3:28])([CH2:31][CH3:32])[CH2:29][CH3:30])[CH3:24])=[CH:9][C:8]([I:12])=[C:7]2[C:3]=1[CH2:4][NH:5][C:6]2=[O:13] |f:1.2.3,6.7|. Reported procedure: In a similar manner to Step 1 of Example 429, 4-chloro-5-hydroxy-7-iodoisoindolinone (70.8 mg, 0.229 mmol) was dissolved in DMF (2.1 mL), and the solution was treated with potassium carbonate (94.8 mg, 0.686 mmol), tetrabutylammonium iodide (8.5 mg, 0.023 mmol) and (4-bromo-2-methyl-2-butoxy)triethylsilane (193 mg, 0.686 mmol), followed by purification by flash column chromatography (chloroform/methanol=99/1) to obtain 4-chloro-5-[3-methyl-3-(triethylsiloxy)butoxy]-7-iodoisoindolinone (40.7 mg, ... Reactants: ClC(Cl)Cl, Cl, [H-], CC(C)n1nc(-c2nc(S(C)(=O)=O)c(N)nc2-c2ccccc2)ccc1=O, [Na+], OCCc1ccccc1. Yields the product CC(C)n1nc(-c2nc(OCCc3ccccc3)c(N)nc2-c2ccccc2)ccc1=O. Reaction SMILES: [Cl:40][CH:41]([Cl:42])[Cl:43].[ClH:39].[H-:2].[NH2:12][c:13]1[n:14][c:15](-[c:33]2[cH:34][cH:35][cH:36][cH:37][cH:38]2)[c:16](-[c:23]2[cH:24][cH:25][c:26](=[O:32])[n:27]([CH:29]([CH3:30])[CH3:31])[n:28]2)[n:17][c:18]1[S:19]([CH3:20])(=[O:21])=[O:22].[Na+:1].[OH:3][CH2:4][CH2:5][c:6]1[cH:7][cH:8][cH:9][cH:10][cH:11]1>>[O:3]([CH2:4][CH2:5][c:6]1[cH:7][cH:8][cH:9][cH:10][cH:11]1)[c:18]1[c:13]([NH2:12])[n:14][c:15](-[c:33]2[cH:34][cH:35][cH:36][cH:37][cH:38]2)[c:16](-[c:23]2[cH:24][cH:25][c:26](=[O:32])[n:27]([CH:29]([CH3:30])[CH3:31])[n:28]2)[n:17]1. The reactants are CC(C)(C)[Si](C)(C)Cl, CO, CN(C)C=O, CC(C)N(CCO)C(=O)c1csc(N2CC(O)C2)n1, c1c[nH]cn1. Product: CC(C)N(CCO[Si](C)(C)C(C)(C)C)C(=O)c1csc(N2CC(O)C2)n1. Reaction SMILES: [C:20]([CH3:21])([CH3:22])([CH3:23])[Si:24]([CH3:25])([CH3:26])[Cl:27].[CH3:33][OH:34].[CH3:35][N:36]([CH3:37])[CH:38]=[O:39].[OH:1][CH:2]1[CH2:3][N:4]([c:6]2[s:7][cH:8][c:9]([C:11]([N:12]([CH:13]([CH3:14])[CH3:15])[CH2:16][CH2:17][OH:18])=[O:19])[n:10]2)[CH2:5]1.[nH:28]1[cH:29][cH:30][n:31][cH:32]1>>[OH:1][CH:2]1[CH2:3][N:4]([c:6]2[s:7][cH:8][c:9]([C:11]([N:12]([CH:13]([CH3:14])[CH3:15])[CH2:16][CH2:17][O:18][Si:24]([C:20]([CH3:21])([CH3:22])[CH3:23])([CH3:25])[CH3:26])=[O:19])[n:10]2)[CH2:5]1.